describe an organic reaction: reactants, conditions, products, and yield From a dataset of the Open Reaction Database (ORD), a public repository of structured organic reaction records. The reactants are O=C(O)CBr, O=C([O-])[O-], CS(C)=O, O=C(CSc1nc2c(F)c(F)cc(F)c2s1)Nc1ccccc1, [K+], [K+], O. Product: O=C(O)CN(C(=O)CSc1nc2c(F)c(F)cc(F)c2s1)c1ccccc1. Reaction SMILES: [Br:28][CH2:29][C:30](=[O:31])[OH:32].[C:33](=[O:34])([O-:35])[O-:36].[CH3:1][S:2]([CH3:3])=[O:4].[F:5][c:6]1[c:7]([F:27])[cH:8][c:9]([F:26])[c:10]2[c:11]1[n:12][c:13]([S:15][CH2:16][C:17](=[O:18])[NH:19][c:20]1[cH:21][cH:22][cH:23][cH:24][cH:25]1)[s:14]2.[K+:37].[K+:38].[OH2:39]>>[F:5][c:6]1[c:7]([F:27])[cH:8][c:9]([F:26])[c:10]2[c:11]1[n:12][c:13]([S:15][CH2:16][C:17](=[O:18])[N:19]([c:20]1[cH:21][cH:22][cH:23][cH:24][cH:25]1)[CH2:29][C:30](=[O:31])[OH:32])[s:14]2. The reactants are N#Cc1cc(C=O)ccc1F, [H-], [Na+], CN(C)C=O, OCC(F)(F)F. Yields the product N#Cc1cc(C=O)ccc1OCC(F)(F)F. RXN SMILES: [F:9][c:10]1[c:11]([C:12]#[N:13])[cH:14][c:15]([CH:18]=[O:19])[cH:16][cH:17]1.[H-:7].[Na+:8].[O:20]=[CH:21][N:22]([CH3:23])[CH3:24].[OH:1][CH2:2][C:3]([F:4])([F:5])[F:6]>>[O:1]([CH2:2][C:3]([F:4])([F:5])[F:6])[c:10]1[c:11]([C:12]#[N:13])[cH:14][c:15]([CH:18]=[O:19])[cH:16][cH:17]1. Starting materials: CC(=O)O, COc1ccc(C(=O)Nc2c(Cl)cncc2Cl)cc1OC1CCCC1, [Na+], [OH-], OO. The product is COc1ccc(C(=O)Nc2c(Cl)c[n+]([O-])cc2Cl)cc1OC1CCCC1. RXN SMILES: [CH3:30][C:31](=[O:32])[OH:33].[Cl:1][c:2]1[cH:3][n:4][cH:5][c:6]([Cl:25])[c:7]1[NH:8][C:9]([c:10]1[cH:11][c:12]([O:18][CH:19]2[CH2:20][CH2:21][CH2:22][CH2:23]2)[c:13]([O:16][CH3:17])[cH:14][cH:15]1)=[O:24].[Na+:29].[OH-:28].[OH:26][OH:27]>>[Cl:1][c:2]1[cH:3][n+:4]([O-:26])[cH:5][c:6]([Cl:25])[c:7]1[NH:8][C:9]([c:10]1[cH:11][c:12]([O:18][CH:19]2[CH2:20][CH2:21][CH2:22][CH2:23]2)[c:13]([O:16][CH3:17])[cH:14][cH:15]1)=[O:24]. Reactants: BrC1=CC=C(C=C1)C=1C2=CC=CC=C2C(=C2C=CC=CC12)C1=CC=CC=C1 (9-(4-Bromophenyl)-10-phenylanthracene), C1(=CC=CC=C1)N1C2=CC=CC=C2C=2C=C(C=CC12)B(O)O (9-phenyl-9H-carbazol-3-boronic acid), C1(=C(C=CC=C1)P(C1=C(C=CC=C1)C)C1=C(C=CC=C1)C)C (tris(o-tolyl)phosphine), C([O-])([O-])=O.[K+].[K+] (potassium carbonate). The reagents and catalysts are C(C)(=O)[O-].[Pd+2].C(C)(=O)[O-] (Palladium(II) acetate). Solvent: C1(=CC=CC=C1)C (toluene), COCCOC (1,2-dimethoxyethane). Run at temperature 90 celsius. Product: C1(=CC=CC=C1)N1C2=CC=CC=C2C=2C=C(C=CC12)C1=CC=C(C=C1)C=1C2=CC=CC=C2C(=C2C=CC=CC12)C1=CC=CC=C1 (9-phenyl-3-[4-(10-phenyl-9-anthryl)phenyl]-9H-carbazol). The yield is 75.0%. As a reaction SMILES: Br[C:2]1[CH:7]=[CH:6][C:5]([C:8]2[C:9]3[C:14]([C:15]([C:22]4[CH:27]=[CH:26][CH:25]=[CH:24][CH:23]=4)=[C:16]4[C:21]=2[CH:20]=[CH:19][CH:18]=[CH:17]4)=[CH:13][CH:12]=[CH:11][CH:10]=3)=[CH:4][CH:3]=1.[C:28]1([N:34]2[C:46]3[CH:45]=[CH:44][C:43](B(O)O)=[CH:42][C:41]=3[C:40]3[C:35]2=[CH:36][CH:37]=[CH:38][CH:39]=3)[CH:33]=[CH:32][CH:31]=[CH:30][CH:29]=1.C1(C)C=CC=CC=1P(C1C=CC=CC=1C)C1C=CC=CC=1C.C(=O)([O-])[O-].[K+].[K+]>C([O-])(=O)C.[Pd+2].C([O-])(=O)C.C1(C)C=CC=CC=1.COCCOC>[C:28]1([N:34]2[C:46]3[CH:45]=[CH:44][C:43]([C:2]4[CH:3]=[CH:4][C:5]([C:8]5[C:21]6[C:16]([C:15]([C:22]7[CH:27]=[CH:26][CH:25]=[CH:24][CH:23]=7)=[C:14]7[C:9]=5[CH:10]=[CH:11][CH:12]=[CH:13]7)=[CH:17][CH:18]=[CH:19][CH:20]=6)=[CH:6][CH:7]=4)=[CH:42][C:41]=3[C:40]3[C:35]2=[CH:36][CH:37]=[CH:38][CH:39]=3)[CH:33]=[CH:32][CH:31]=[CH:30][CH:29]=1 |f:3.4.5,6.7.8|. Reported procedure: In a 200 mL three-neck flask were stirred 1.9 g (4.7 mmol) of 9-(4-Bromophenyl)-10-phenylanthracene (abbreviation: PA) obtained by the above Steps 1(1) to 1(4) described in Synthesis Example 1, 1.4 g (4.7 mmol) of 9-phenyl-9H-carbazol-3-boronic acid obtained by the above Step 1 described in Synthesis Example 2, 5.6 mg (25 μmol) of Palladium(II) acetate (abbreviation: Pd(OAc)2), 52 mg (170 μmol) of tris(o-tolyl)phosphine (abbreviation: P(o-tolyl)3), 7 mL (15 mmol) of potassium carbonate aqueous s... Starting materials: O=C([O-])[O-], CCOC(=O)c1nnc(S)nc1O, CI, [K+], [K+], CN(C)C=O. The product is CCOC(=O)c1nnc(SC)nc1O. Reaction SMILES: [C:14](=[O:15])([O-:16])[O-:17].[CH2:1]([CH3:2])[O:3][C:4](=[O:5])[c:6]1[c:7]([OH:13])[n:8][c:9]([SH:12])[n:10][n:11]1.[CH3:20][I:21].[K+:18].[K+:19].[O:22]=[CH:23][N:24]([CH3:25])[CH3:26]>>[CH2:1]([CH3:2])[O:3][C:4](=[O:5])[c:6]1[c:7]([OH:13])[n:8][c:9]([S:12][CH3:14])[n:10][n:11]1. Starting materials: ClC1=C(C(=CC(=C1)C(F)(F)F)Cl)N1N=C2C(=C1)CC(C2F)F (2-[2,6-Dichloro-4-(trifluoromethyl)phenyl]-5,6-difluoro-2,4,5,6-tetrahydrocyclopenta[c]pyrazole), C(C)(=O)O (acetic acid). Reagents/catalysts: [O-2].[Cr+6].[O-2].[O-2] (chromium(VI) oxide). Run at temperature 50 celsius, time 12 hour. Product: ClC1=C(C(=CC(=C1)C(F)(F)F)Cl)N1N=C2C(=C1)C(C(C2F)F)=O (2-[2,6-Dichloro-4-(trifluoromethyl)phenyl]-5,6-difluoro-5,6-dihydrocyclopenta[c]pyrazol-4-one). Isolated yield 76.0%. As a reaction SMILES: [Cl:1][C:2]1[CH:7]=[C:6]([C:8]([F:11])([F:10])[F:9])[CH:5]=[C:4]([Cl:12])[C:3]=1[N:13]1[CH:17]=[C:16]2[CH2:18][CH:19]([F:22])[CH:20]([F:21])[C:15]2=[N:14]1.C(O)(=[O:25])C>[O-2].[Cr+6].[O-2].[O-2]>[Cl:1][C:2]1[CH:7]=[C:6]([C:8]([F:11])([F:10])[F:9])[CH:5]=[C:4]([Cl:12])[C:3]=1[N:13]1[CH:17]=[C:16]2[C:18](=[O:25])[CH:19]([F:22])[CH:20]([F:21])[C:15]2=[N:14]1 |f:2.3.4.5|. Reported procedure: To a solution of (86) (20.2 mg, 56.6 mmol) in 500 mL acetic acid was added chromium(VI) oxide (30 mg, 283 mmol). The mixture was stirred at 50° C. for 12 h. The solvent was removed under reduced pressure. The mixture was then chromatographed on a silica gel TLC plate using hexane/ethyl acetate (9:1) to give (87): Yield 76%): 1H NMR (400 MHz, CDCl3) δ 7.97 (s, 1H), 7.81 (s, 2H), 6.23 (dd, 1H, J=4.97, 55.81 Hz), 5.37 (ddd, 1H, J=4.97, 12.36, 47.15 Hz). Starting materials: C1(CC1)N1C(NC(C=2NC=NC12)=O)=O (3-cyclopropylxanthine), [OH-].[Na+] (sodium hydroxide), [OH-].[Na+] (sodium hydroxide), C(C1=CC=CC=C1)Br (benzyl bromide), C(C1=CC=CC=C1)Br (benzyl bromide). The solvent is CO (methanol), O (water). Conditions: temperature 70 celsius, time 1 hour. The product is C(C1=CC=CC=C1)N1C=NC=2N(C(NC(C12)=O)=O)C1CC1 (7-Benzyl-3-cyclopropylxanthine). Reaction SMILES: [OH-].[Na+].[CH:3]1([N:6]2[C:14]3[N:13]=[CH:12][NH:11][C:10]=3[C:9](=[O:15])[NH:8][C:7]2=[O:16])[CH2:5][CH2:4]1.[CH2:17](Br)[C:18]1[CH:23]=[CH:22][CH:21]=[CH:20][CH:19]=1>O.CO>[CH2:17]([N:11]1[C:10]2[C:9](=[O:15])[NH:8][C:7](=[O:16])[N:6]([CH:3]3[CH2:5][CH2:4]3)[C:14]=2[N:13]=[CH:12]1)[C:18]1[CH:23]=[CH:22][CH:21]=[CH:20][CH:19]=1 |f:0.1|. Procedure details: 10.4 g (0.26 mol) of sodium hydroxide dissolved in 110 ml of water were added to a suspension of 50 g (0.26 mol) of 3-cyclopropylxanthine in 300 ml of methanol and the reaction mixture was stirred for one hour at 70° C., then treated dropwise at the same temperature with 44.5 g (0.26 mol) of benzyl bromide and kept between 70° and 80° C. for 4 hours. 1.04 g (0.026 mol) of sodium hydroxide and 4.45 g (0.026 mol) of benzyl bromide were then added. After a further hour, the mixture was cooled and f...